Dataset: the Open Reaction Database (ORD), a public repository of structured organic reaction records. Task: describe an organic reaction: reactants, conditions, products, and yield The reactants are BrC1=CC=CC(=N1)C=O (6-bromopyridine-2-carbaldehyde), CN (methylamine), C(C)(=O)O[BH-](OC(C)=O)OC(C)=O.[Na+] (sodium triacetoxyborohydride). Solvent: C(Cl)Cl (CH2Cl2). Reaction conditions: time 18 hour. Yields the product BrC1=CC=CC(=N1)CNC ((6-Bromopyridin-2-ylmethyl)methylamine). Reaction SMILES: [Br:1][C:2]1[N:7]=[C:6]([CH:8]=O)[CH:5]=[CH:4][CH:3]=1.[CH3:10][NH2:11].C(O[BH-](OC(=O)C)OC(=O)C)(=O)C.[Na+]>C(Cl)Cl>[Br:1][C:2]1[N:7]=[C:6]([CH2:8][NH:11][CH3:10])[CH:5]=[CH:4][CH:3]=1 |f:2.3|. Procedure details: To a solution of 6-bromopyridine-2-carbaldehyde (1.00 g, 5.38 mmol) in CH2Cl2 (20 mL) was added methylamine (4.04 mL, 2M/THF, 8.08 mmol) then to the stirred solution was added sodium triacetoxyborohydride (1.37 g, 6.46 mmol). After stirring at rt for 18 h, the mixture was partitioned between saturated aqueous NaHCO3 (50 mL) and CH2Cl2 (100 mL). The layers were separated then the aqueous extracted with CH2Cl2 (2×30 mL). The combined organics were washed with brine (50 mL), dried (MgSO4), filtered... Reactants: CSC(N)=S, COC(=O)C1C(NC(=O)C(=NOC(C)(C)C(=O)OCc2ccc([N+](=O)[O-])cc2)c2csc(NC(=O)CCl)n2)C(=O)N1S(=O)(=O)[O-], [Na+], [Na], O. Product: COC(=O)C1C(NC(=O)C(=NOC(C)(C)C(=O)OCc2ccc([N+](=O)[O-])cc2)c2csc(N)n2)C(=O)N1S(=O)(=O)[O-], [Na+]. Reaction SMILES: [CH3:47][S:48][C:49](=[S:50])[NH2:51].[Cl:1][CH2:2][C:3](=[O:4])[NH:5][c:6]1[s:7][cH:8][c:9]([C:11]([C:12](=[O:13])[NH:14][CH:15]2[C:16](=[O:27])[N:17]([S:23](=[O:24])(=[O:25])[O-:26])[CH:18]2[C:19](=[O:20])[O:21][CH3:22])=[N:28][O:29][C:30]([CH3:31])([C:32](=[O:33])[O:34][CH2:35][c:36]2[cH:37][cH:38][c:39]([N+:42](=[O:43])[O-:44])[cH:40][cH:41]2)[CH3:45])[n:10]1.[Na+:46].[Na:52].[OH2:53]>>[NH2:5][c:6]1[s:7][cH:8][c:9]([C:11]([C:12](=[O:13])[NH:14][CH:15]2[C:16](=[O:27])[N:17]([S:23](=[O:24])(=[O:25])[O-:26])[CH:18]2[C:19](=[O:20])[O:21][CH3:22])=[N:28][O:29][C:30]([CH3:31])([C:32](=[O:33])[O:34][CH2:35][c:36]2[cH:37][cH:38][c:39]([N+:42](=[O:43])[O-:44])[cH:40][cH:41]2)[CH3:45])[n:10]1.[Na+:46]. Starting materials: CC(C)(C)OC(=O)c1ccc([N+](=O)[O-])cc1Oc1ccc2cc(Br)ccc2c1, [C-]#N, [C-]#N, Cc1ccccc1, CCOC(C)=O, CN(C)C=O, [Zn+2], c1ccc(P(c2ccccc2)(c2ccccc2)[Pd](P(c2ccccc2)(c2ccccc2)c2ccccc2)(P(c2ccccc2)(c2ccccc2)c2ccccc2)P(c2ccccc2)(c2ccccc2)c2ccccc2)cc1. Yields the product CC(C)(C)OC(=O)c1ccc([N+](=O)[O-])cc1Oc1ccc2cc(C#N)ccc2c1. RXN SMILES: [Br:1][c:2]1[cH:3][c:4]2[cH:5][cH:6][c:7]([O:12][c:13]3[c:14]([C:15](=[O:16])[O:17][C:18]([CH3:19])([CH3:20])[CH3:21])[cH:22][cH:23][c:24]([N+:26](=[O:27])[O-:28])[cH:25]3)[cH:8][c:9]2[cH:10][cH:11]1.[C-:47]#[N:48].[C-:50]#[N:51].[CH3:29][c:30]1[cH:31][cH:32][cH:33][cH:34][cH:35]1.[CH3:36][CH2:37][O:38][C:39](=[O:40])[CH3:41].[CH3:42][N:43]([CH3:44])[CH:45]=[O:46].[Zn+2:49].[cH:52]1[cH:53][cH:54][c:55]([P:56]([Pd:57]([P:58]([c:59]2[cH:60][cH:61][cH:62][cH:63][cH:64]2)([c:65]2[cH:66][cH:67][cH:68][cH:69][cH:70]2)[c:71]2[cH:72][cH:73][cH:74][cH:75][cH:76]2)([P:77]([c:78]2[cH:79][cH:80][cH:81][cH:82][cH:83]2)([c:84]2[cH:85][cH:86][cH:87][cH:88][cH:89]2)[c:90]2[cH:91][cH:92][cH:93][cH:94][cH:95]2)[P:96]([c:97]2[cH:98][cH:99][cH:100][cH:101][cH:102]2)([c:103]2[cH:104][cH:105][cH:106][cH:107][cH:108]2)[c:109]2[cH:110][cH:111][cH:112][cH:113][cH:114]2)([c:115]2[cH:116][cH:117][cH:118][cH:119][cH:120]2)[c:121]2[cH:122][cH:123][cH:124][cH:125][cH:126]2)[cH:127][cH:128]1>>[c:2]1([C:42]#[N:43])[cH:3][c:4]2[cH:5][cH:6][c:7]([O:12][c:13]3[c:14]([C:15](=[O:16])[O:17][C:18]([CH3:19])([CH3:20])[CH3:21])[cH:22][cH:23][c:24]([N+:26](=[O:27])[O-:28])[cH:25]3)[cH:8][c:9]2[cH:10][cH:11]1. Reactants: COCCOC, Cc1c(OS(=O)(=O)C(F)(F)F)nc(N)nc1-c1ccco1, NCCNc1ccccc1. Product: Cc1c(NCCNc2ccccc2)nc(N)nc1-c1ccco1. RXN SMILES: [CH3:32][O:33][CH2:34][CH2:35][O:36][CH3:37].[NH2:1][c:2]1[n:3][c:4](-[c:17]2[o:18][cH:19][cH:20][cH:21]2)[c:5]([CH3:16])[c:6]([O:8][S:9]([C:10]([F:11])([F:12])[F:13])(=[O:14])=[O:15])[n:7]1.[c:22]1([NH:28][CH2:29][CH2:30][NH2:31])[cH:23][cH:24][cH:25][cH:26][cH:27]1>>[NH2:1][c:2]1[n:3][c:4](-[c:17]2[o:18][cH:19][cH:20][cH:21]2)[c:5]([CH3:16])[c:6]([NH:31][CH2:30][CH2:29][NH:28][c:22]2[cH:23][cH:24][cH:25][cH:26][cH:27]2)[n:7]1. The reactants are O=C(O)C1CCCN1C(=O)OCc1ccccc1, Cc1ccc(Oc2ccc(N)cc2)cc1. The reagents and catalysts are C1CCC(CC1)N=C=NC2CCCCC2 (DCC), C1=CC=C2C(=C1)N=NN2O (HOBt). Solvent: CN(C)C=O (DMF), CN(C)C=O (DMF), CN(C)C=O (DMF), CN(C)C=O (DMF), CN(C)C=O (DMF), CN(C)C=O (DMF). Reaction conditions: temperature 25 celsius, time 2 hour. The product is Cc1ccc(Oc2ccc(NC(=O)C3CCCN3C(=O)OCc3ccccc3)cc2)cc1. Yield: 75.8%. Reaction SMILES: Cc1ccc(Oc2ccc(N)cc2)cc1.O=C(O)C1CCCN1C(=O)OCc1ccccc1.C1CCC(CC1)N=C=NC2CCCCC2.C1=CC=C2C(=C1)N=NN2O.CN(C)C=O>>Cc1ccc(Oc2ccc(NC(=O)C3CCCN3C(=O)OCc3ccccc3)cc2)cc1. Starting materials: solution, Cl (hydrogen chloride), CN1C(CCC1)CCOC1=C(C=CC=C1)CCC1=CC(=C(C(=C1)OC)OC)OC (1-methyl-2-(2-{2-[2-(3,4,5-trimethoxyphenyl)ethyl]phenoxy}ethyl)pyrrolidine). The solvent is O1CCOCC1 (dioxane), O1CCOCC1 (dioxane). Product: Cl.CN1C(CCC1)CCOC1=C(C=CC=C1)CCC1=CC(=C(C(=C1)OC)OC)OC (1-Methyl-2-(2-{2-[2-(3,4,5-trimethoxyphenyl)ethyl]phenoxy}ethyl)pyrrolidine hydrochloride). The yield is 77.0%. Reaction SMILES: [ClH:1].[CH3:2][N:3]1[CH2:7][CH2:6][CH2:5][CH:4]1[CH2:8][CH2:9][O:10][C:11]1[CH:16]=[CH:15][CH:14]=[CH:13][C:12]=1[CH2:17][CH2:18][C:19]1[CH:24]=[C:23]([O:25][CH3:26])[C:22]([O:27][CH3:28])=[C:21]([O:29][CH3:30])[CH:20]=1>O1CCOCC1>[ClH:1].[CH3:2][N:3]1[CH2:7][CH2:6][CH2:5][CH:4]1[CH2:8][CH2:9][O:10][C:11]1[CH:16]=[CH:15][CH:14]=[CH:13][C:12]=1[CH2:17][CH2:18][C:19]1[CH:20]=[C:21]([O:29][CH3:30])[C:22]([O:27][CH3:28])=[C:23]([O:25][CH3:26])[CH:24]=1 |f:3.4|. Procedure details: 0.84 ml of a 4N solution of hydrogen chloride in dioxane was added to a solution of 0.900 g of 1-methyl-2-(2-{2-[2-(3,4,5-trimethoxyphenyl)ethyl]phenoxy}ethyl)pyrrolidine [prepared as described in step (a) above] in a suitable amount of dioxane, and the resulting solution was freed from the solvent by distillation under reduced pressure. The resulting solid was then dissolved in a small amount of methylene chloride, and ethyl acetate was added to the solution, which was then allowed to stand at ...